Dataset: the Open Reaction Database (ORD), a public repository of structured organic reaction records. Task: describe an organic reaction: reactants, conditions, products, and yield The reactants are [Na+].C(C)(=O)OC1=CC=C(C=C1)S(=O)(=O)[O-] (4-Acetoxy-benzenesulfonic acid sodium salt), CN(C=O)C (dimethylformamide), S(=O)(Cl)Cl (thionyl chloride). Yields the product ClS(=O)(=O)C1=CC=C(C=C1)OC(C)=O (acetic acid 4-chlorosulfonyl-phenyl ester). Reaction SMILES: [Na+].[C:2]([O:5][C:6]1[CH:11]=[CH:10][C:9]([S:12]([O-:15])(=O)=[O:13])=[CH:8][CH:7]=1)(=[O:4])[CH3:3].CN(C)C=O.S(Cl)([Cl:23])=O>>[Cl:23][S:12]([C:9]1[CH:10]=[CH:11][C:6]([O:5][C:2](=[O:4])[CH3:3])=[CH:7][CH:8]=1)(=[O:15])=[O:13] |f:0.1|. Procedure details: 42.9 g 4-Acetoxy-benzenesulfonic acid sodium salt were suspended in 135 ml thionyl chloride. Then 0.5 ml dimethylformamide were added. The reaction mixture was heated under reflux for one hour. The cooled reaction mixture was evaporated in vacuo. The residue was coevaporated with 600 ml toluene twice. The residue was suspended in 500 ml dichloromethane and stirred at room temperature for thirty minutes. The suspension was filtered and the filtrate reduced in vacuo to one fifth of its volume. To ... Reactants: C(C1=CC=CC=C1)ONC(=O)C1(CCCC1)NS(=O)(=O)C1=CC=C(C=C1)OC (1-(4methoxybenzenesulfonylamino)cyclopentane-1-carboxylic acid benzyloxyamide). Reagents/catalysts: [Pd] (palladium on barium sulfate). Solvent: CO (methanol). Reaction conditions: time 3.5 hour. Product: ONC(=O)C1(CCCC1)NS(=O)(=O)C1=CC=C(C=C1)OC (1-(4-methoxybenzenesulfonylamino)-cyclopentane-1-carboxylic acid hydroxyamide). RXN SMILES: C([O:8][NH:9][C:10]([C:12]1([NH:17][S:18]([C:21]2[CH:26]=[CH:25][C:24]([O:27][CH3:28])=[CH:23][CH:22]=2)(=[O:20])=[O:19])[CH2:16][CH2:15][CH2:14][CH2:13]1)=[O:11])C1C=CC=CC=1>CO.[Pd]>[OH:8][NH:9][C:10]([C:12]1([NH:17][S:18]([C:21]2[CH:22]=[CH:23][C:24]([O:27][CH3:28])=[CH:25][CH:26]=2)(=[O:20])=[O:19])[CH2:16][CH2:15][CH2:14][CH2:13]1)=[O:11]. Procedure details: A solution of 1-(4methoxybenzenesulfonylamino)cyclopentane-1-carboxylic acid benzyloxyamide (1.50 grams, 3.71 mmole) in methanol (200 mL) was treated with 5% palladium on barium sulfate (0.75 grams) and hydrogenated at 3 atmospheres pressure for 3.5 hours in a Parr shaker. The catalyst was removed by passage through a 0.45 μm nylon filter and the filtrate was concentrated to afford 1-(4-methoxybenzenesulfonylamino)-cyclopentane-1-carboxylic acid hydroxyamide as a white solid, 1.13 grams (97%). M... Product: C(C)(C)(C)OC(=O)N(C)[C@H]1CN(CC1)S(=O)(=O)C=1C=2C(=CN=C(C2C=CC1)Cl)F ((R)-3-[N-(tert-Butoxycarbonyl)-N-methylamino]-1-(1-chloro-4-fluoro-5-isoquinolinesulfonyl)pyrrolidine), OC1=NC=C(C=2C(=CC=CC12)S(=O)(=O)N1C[C@@H](CC1)NC)F ((R)-1-(1-Hydroxy-4-fluoro-5-isoquinolinesulfonyl)-3-(methylamino)pyrrolidine), Cl (hydrochloride). Procedure details: (R)-3-[N-(tert-Butoxycarbonyl)-N-methylamino]-1-(1-chloro-4-fluoro-5-isoquinolinesulfonyl)pyrrolidine (Intermediate 27b) is prepared by using 1-chloro-4-fluoro-5-isoquinolinesulfonyl chloride and (R)-3-[N-(tert-butoxy-carbonyl)-N-methylamino]pyrrolidine in the method of Example 35, Step A instead of 1-chloro-4-bromo-5-isoquinolinesulfonyl chloride and 3-[N-(tert-butoxycarbonyl)-N-methylamino]pyrrolidine, respectively, and then used in the method of Example 35, Step B in a similar manner to obtai... As a reaction SMILES: [Cl:1][C:2]1[C:11]2[CH:10]=[CH:9][CH:8]=[C:7]([S:12](Cl)(=[O:14])=[O:13])[C:6]=2[C:5]([F:16])=[CH:4][N:3]=1.[C:17]([O:21][C:22]([N:24]([C@@H:26]1[CH2:30][CH2:29][NH:28][CH2:27]1)[CH3:25])=[O:23])([CH3:20])([CH3:19])[CH3:18].[Cl:31]C1C2C=CC=C(S(Cl)(=O)=[O:43])C=2C(Br)=CN=1.C(O[C:52]([N:54]([CH:56]1[CH2:60][CH2:59][NH:58][CH2:57]1)C)=O)(C)(C)C>>[C:17]([O:21][C:22]([N:24]([C@@H:26]1[CH2:30][CH2:29][N:28]([S:12]([C:7]2[C:6]3[C:5]([F:16])=[CH:4][N:3]=[C:2]([Cl:1])[C:11]=3[CH:10]=[CH:9][CH:8]=2)(=[O:14])=[O:13])[CH2:27]1)[CH3:25])=[O:23])([CH3:20])([CH3:18])[CH3:19].[OH:43][C:2]1[C:11]2[CH:10]=[CH:9][CH:8]=[C:7]([S:12]([N:58]3[CH2:59][CH2:60][C@@H:56]([NH:54][CH3:52])[CH2:57]3)(=[O:14])=[O:13])[C:6]=2[C:5]([F:16])=[CH:4][N:3]=1.[ClH:31]. The reactants are C(C)(C)(C)OC(=O)N(C)[C@H]1CNCC1 ((R)-3-[N-(tert-butoxy-carbonyl)-N-methylamino]pyrrolidine), ClC1=NC=C(C=2C(=CC=CC12)S(=O)(=O)Cl)Br (1-chloro-4-bromo-5-isoquinolinesulfonyl chloride), ClC1=NC=C(C=2C(=CC=CC12)S(=O)(=O)Cl)F (1-chloro-4-fluoro-5-isoquinolinesulfonyl chloride), C(C)(C)(C)OC(=O)N(C)C1CNCC1 (3-[N-(tert-butoxycarbonyl)-N-methylamino]pyrrolidine). Starting materials: CS(=O)(=O)Cl (methanesulfonyl chloride), COC1=C(C=C(C(=O)NC2=CC(=C(C=C2)NS(=O)(=O)C)OC)C=C1)[N+](=O)[O-] (4-methoxy-3-nitro-N-(4-methanesulfonylamino-3-methoxyphenyl)benzamide), Cl (hydrochloric acid), ClCCl (dichloromethane). The reagents and catalysts are [Pd] (palladium on carbon). Solvent: N1=CC=CC=C1 (pyridine), CO (methanol). Run at time 30 minute. Yields the product COC1=C(C=C(C(=O)NC2=CC(=C(C=C2)NS(=O)(=O)C)OC)C=C1)NS(=O)(=O)C (4-Methoxy-3-methanesulfonylamino-N-(3-methoxy-4-methanesulfonylaminophenyl)-benzamide). RXN SMILES: [CH3:1][O:2][C:3]1[CH:24]=[CH:23][C:6]([C:7]([NH:9][C:10]2[CH:15]=[CH:14][C:13]([NH:16][S:17]([CH3:20])(=[O:19])=[O:18])=[C:12]([O:21][CH3:22])[CH:11]=2)=[O:8])=[CH:5][C:4]=1[N+:25]([O-])=O.[CH3:28][S:29](Cl)(=[O:31])=[O:30].Cl.ClCCl>CO.[Pd].N1C=CC=CC=1>[CH3:1][O:2][C:3]1[CH:24]=[CH:23][C:6]([C:7]([NH:9][C:10]2[CH:15]=[CH:14][C:13]([NH:16][S:17]([CH3:20])(=[O:19])=[O:18])=[C:12]([O:21][CH3:22])[CH:11]=2)=[O:8])=[CH:5][C:4]=1[NH:25][S:29]([CH3:28])(=[O:31])=[O:30]. Reported procedure: A suspension of 4-methoxy-3-nitro-N-(4-methanesulfonylamino-3-methoxyphenyl)benzamide (100 mg) in methanol (20 ml) was stirred under hydrogen with palladium on carbon (10%, 50 mg) for 18 hours. The solvents were removed in vacuo to give a brown gum. The residue was dissolved in pyridine (0.5 ml) and cooled to 0° C. when methanesulfonyl chloride (0.1 ml) was added, the mixture was kept at 0° C. for a further 30 minutes then brought to R.T. for 1 h. Dilute hydrochloric acid (10 ml, 1M) and dichlor... The reactants are O=C(O)C(=O)NCc1ccccc1, NC(=O)c1cc(Oc2ccc(N)cc2F)ccn1. The product is NC(=O)c1cc(Oc2ccc(NC(=O)C(=O)NCc3ccccc3)cc2F)ccn1. RXN SMILES: [CH2:19]([c:20]1[cH:21][cH:22][cH:23][cH:24][cH:25]1)[NH:26][C:27]([C:28](=[O:29])[OH:30])=[O:31].[NH2:1][c:2]1[cH:3][c:4]([F:18])[c:5]([O:6][c:7]2[cH:8][c:9]([C:13](=[O:14])[NH2:15])[n:10][cH:11][cH:12]2)[cH:16][cH:17]1>>[NH:1]([c:2]1[cH:3][c:4]([F:18])[c:5]([O:6][c:7]2[cH:8][c:9]([C:13](=[O:14])[NH2:15])[n:10][cH:11][cH:12]2)[cH:16][cH:17]1)[C:28]([C:27]([NH:26][CH2:19][c:20]1[cH:21][cH:22][cH:23][cH:24][cH:25]1)=[O:31])=[O:29]. Conditions: temperature 90 celsius. As a reaction SMILES: [H-].[Na+].[CH3:3][O:4][C:5]1[CH:6]=[CH:7][C:8]([CH2:12][C:13]2[CH:18]=[CH:17][CH:16]=[C:15]([O:19][CH3:20])[CH:14]=2)=[C:9]([OH:11])[CH:10]=1.C([O:28][C:29]1[CH:34]=[CH:33][C:32](Br)=[CH:31][CH:30]=1)C1C=CC=CC=1.C(P(C(C)(C)C)C1C=CC=CC=1C1C=CC=CC=1)(C)(C)C>C1(C)C=CC=CC=1.C([O-])(=O)C.[Pd+2].C([O-])(=O)C.O>[CH3:3][O:4][C:5]1[CH:6]=[CH:7][C:8]([CH2:12][C:13]2[CH:18]=[CH:17][CH:16]=[C:15]([O:19][CH3:20])[CH:14]=2)=[C:9]([CH:10]=1)[O:11][C:32]1[CH:33]=[CH:34][C:29]([OH:28])=[CH:30][CH:31]=1 |f:0.1,6.7.8|. The product is COC=1C=CC(=C(OC2=CC=C(C=C2)O)C1)CC1=CC(=CC=C1)OC (4-[5-Methoxy-2-(3-methoxybenzyl)phenoxy]phenol). Solvent: C1(=CC=CC=C1)C (toluene), O (water). Reported procedure: The title compound was synthesized by referring to J. Am. Chem. Soc., 1999, 121 (18), 4369. To a suspension of 60% sodium hydride (600 mg) in toluene (50 ml) was added 5-methoxy-2-(3-methoxybenzyl)phenol (2.4 g), and the solution was stirred at 90° C. until generation of gas was stopped. The reaction solution was cooled to room temperature, then 1-benzyloxy-4-bromobenzene (2.6 g), palladium(II) acetate (112 mg), 2-(di-tert-butylphosphino)biphenyl (149 mg) were sequentially added thereto, and the... Reagents/catalysts: C(C)(=O)[O-].[Pd+2].C(C)(=O)[O-] (palladium(II) acetate). Isolated yield 20.9%. The reactants are [H-].[Na+] (sodium hydride), ( 18 ), C(C1=CC=CC=C1)OC1=CC=C(C=C1)Br (1-benzyloxy-4-bromobenzene), C(C)(C)(C)P(C1=C(C=CC=C1)C1=CC=CC=C1)C(C)(C)C (2-(di-tert-butylphosphino)biphenyl), COC=1C=CC(=C(C1)O)CC1=CC(=CC=C1)OC (5-methoxy-2-(3-methoxybenzyl)phenol).